Dataset: the Open Reaction Database (ORD), a public repository of structured organic reaction records. Task: describe an organic reaction: reactants, conditions, products, and yield Reactants: COC(=O)c1ccc(COc2ccc3c(c2)CCN(C(=O)OC(C)(C)C)CC3)cc1, ClCCl, O=C(O)C(F)(F)F. Yields the product COC(=O)c1ccc(COc2ccc3c(c2)CCNCC3)cc1. As a reaction SMILES: [C:1]([O:2][C:3](=[O:4])[N:8]1[CH2:9][CH2:10][c:11]2[c:12]([cH:15][c:16]([O:19][CH2:20][c:21]3[cH:22][cH:23][c:24]([C:27](=[O:28])[O:29][CH3:30])[cH:25][cH:26]3)[cH:17][cH:18]2)[CH2:13][CH2:14]1)([CH3:5])([CH3:6])[CH3:7].[Cl:38][CH2:39][Cl:40].[OH:31][C:32]([C:33]([F:34])([F:35])[F:36])=[O:37]>>[NH:8]1[CH2:9][CH2:10][c:11]2[c:12]([cH:15][c:16]([O:19][CH2:20][c:21]3[cH:22][cH:23][c:24]([C:27](=[O:28])[O:29][CH3:30])[cH:25][cH:26]3)[cH:17][cH:18]2)[CH2:13][CH2:14]1. Reactants: ClC=1C(=CC2=C(SC(=C2)CCCC)C1Cl)OC (6,7-dichloro-2-n-butyl-5-methoxybenzo[b]thiophene), Cl.N1=CC=CC=C1 (pyridine hydrochloride). Solvent: O (water). Reaction conditions: time 5 hour. Yields the product C(CCC)C1=CC2=C(S1)C(=C(C(=C2)O)Cl)Cl (2-n-butyl-6,7-dichloro-5-hydroxybenzo[b]thiophene). The yield is 69.4%. As a reaction SMILES: [Cl:1][C:2]1[C:3]([O:16]C)=[CH:4][C:5]2[CH:9]=[C:8]([CH2:10][CH2:11][CH2:12][CH3:13])[S:7][C:6]=2[C:14]=1[Cl:15].Cl.N1C=CC=CC=1>O>[CH2:10]([C:8]1[S:7][C:6]2[C:14]([Cl:15])=[C:2]([Cl:1])[C:3]([OH:16])=[CH:4][C:5]=2[CH:9]=1)[CH2:11][CH2:12][CH3:13] |f:1.2|. Procedure: A mixture of 5.0 g of 6,7-dichloro-2-n-butyl-5-methoxybenzo[b]thiophene and 50 g of pyridine hydrochloride, under nitrogen, is heated with stirring in a 195° oil-bath for 5 hrs. After the reaction mixture has cooled, 1000 ml of water is added and the aqueous mixture is extracted with three 250-ml portions of ether. The organic layers are combined, washed with one 200-ml portion of 2N hydrochloric acid, two 250-ml portions of water, dried over anhydrous magnesium sulfate and filtered. The solvent... The product is O=C(Cl)c1ccc(OCc2ccccc2)c(C(F)(F)F)c1. As a reaction SMILES: [CH2:1]([c:2]1[cH:3][cH:4][cH:5][cH:6][cH:7]1)[O:8][c:9]1[c:10]([C:18]([F:19])([F:20])[F:21])[cH:11][c:12]([C:13](=[O:14])[OH:15])[cH:16][cH:17]1.[CH3:22][c:23]1[cH:24][cH:25][cH:26][cH:27][cH:28]1.[CH3:33][N:34]([CH3:35])[CH:36]=[O:37].[S:29]([Cl:30])([Cl:31])=[O:32]>>[CH2:1]([c:2]1[cH:3][cH:4][cH:5][cH:6][cH:7]1)[O:8][c:9]1[c:10]([C:18]([F:19])([F:20])[F:21])[cH:11][c:12]([C:13](=[O:14])[Cl:31])[cH:16][cH:17]1. Starting materials: O=C(O)c1ccc(OCc2ccccc2)c(C(F)(F)F)c1, Cc1ccccc1, CN(C)C=O, O=S(Cl)Cl. Reactants: Cc1ccc(C(=O)c2ccc(Cc3ccc(NS(C)(=O)=O)cc3Br)n2C)cc1, [C-]#N, N#C[Cu], [Na+], CN(C)C=O. RXN SMILES: [Br:1][c:2]1[cH:3][c:4]([NH:24][S:25](=[O:26])(=[O:27])[CH3:28])[cH:5][cH:6][c:7]1[CH2:8][c:9]1[n:10]([CH3:23])[c:11]([C:14]([c:15]2[cH:16][cH:17][c:18]([CH3:21])[cH:19][cH:20]2)=[O:22])[cH:12][cH:13]1.[C-:32]#[N:33].[Cu:29][C:30]#[N:31].[Na+:34].[O:35]=[CH:36][N:37]([CH3:38])[CH3:39]>>[c:2]1([C:30]#[N:31])[cH:3][c:4]([NH:24][S:25](=[O:26])(=[O:27])[CH3:28])[cH:5][cH:6][c:7]1[CH2:8][c:9]1[n:10]([CH3:23])[c:11]([C:14]([c:15]2[cH:16][cH:17][c:18]([CH3:21])[cH:19][cH:20]2)=[O:22])[cH:12][cH:13]1. Yields the product Cc1ccc(C(=O)c2ccc(Cc3ccc(NS(C)(=O)=O)cc3C#N)n2C)cc1. Reactants: Cl.N1C=C(C2=CC=CC=C12)C[C@@H](N)C=1SC=C(N1)C1=CC=CC=C1 ((1R)-2-(1H-indol-3-yl)-1-(4-phenyl-1,3-thiazol-2-yl)-1-ethanamine hydrochloride), CCCCC(CCCC)=O (5-nonanone). The solvent is C(CCC)O (n-butanol). Conditions: time 3 hour. Yields the product C(CCC)C1(N[C@H](CC=2C3=CC=CC=C3NC12)C=1SC=C(N1)C1=CC=CC=C1)CCCC ((3R)-1,1-Dibutyl-3-(4-phenyl-1,3-thiazol-2-yl)-2,3,4,9-tetrahydro-1H-β-carboline). Yield: 32.5%. As a reaction SMILES: Cl.[NH:2]1[C:10]2[C:5](=[CH:6][CH:7]=[CH:8][CH:9]=2)[C:4]([CH2:11][C@H:12]([C:14]2[S:15][CH:16]=[C:17]([C:19]3[CH:24]=[CH:23][CH:22]=[CH:21][CH:20]=3)[N:18]=2)[NH2:13])=[CH:3]1.[CH3:25][CH2:26][CH2:27][CH2:28][C:29](=O)[CH2:30][CH2:31][CH2:32][CH3:33]>C(O)CCC>[CH2:28]([C:29]1([CH2:30][CH2:31][CH2:32][CH3:33])[C:3]2[NH:2][C:10]3[C:5](=[CH:6][CH:7]=[CH:8][CH:9]=3)[C:4]=2[CH2:11][C@H:12]([C:14]2[S:15][CH:16]=[C:17]([C:19]3[CH:24]=[CH:23][CH:22]=[CH:21][CH:20]=3)[N:18]=2)[NH:13]1)[CH2:27][CH2:26][CH3:25] |f:0.1|. Procedure details: To a solution of (1R)-2-(1H-indol-3-yl)-1-(4-phenyl-1,3-thiazol-2-yl)-1-ethanamine hydrochloride (210 mg, 0.59 mmol) in n-butanol (15 ml) was added 0.45 ml (2.5 mmol) of 5-nonanone. The mixture was heated under reflux for about two hours and then 5 ml of n-butanol was removed by Dean-Stark. Reflux was continued for about 3 hours. The mixture was concentrated under reduced pressure and the residue partitioned between 15 ml ethyl acetate and 15 ml 10% NaHCO3 solution. After decantation the organic... Starting materials: OCC=1N(C=CN1)C1CC1 (2-hydroxymethyl-1-cyclopropylimidazole), S(=O)(Cl)Cl (thionyl chloride). Reaction conditions: temperature 90 celsius. The product is Cl.ClCC=1N(C=CN1)C1CC1 (2-chloromethyl-1-cyclopropylimidazole hydrochloride). RXN SMILES: O[CH2:2][C:3]1[N:4]([CH:8]2[CH2:10][CH2:9]2)[CH:5]=[CH:6][N:7]=1.S(Cl)([Cl:13])=O>>[ClH:13].[Cl:13][CH2:2][C:3]1[N:4]([CH:8]2[CH2:10][CH2:9]2)[CH:5]=[CH:6][N:7]=1 |f:2.3|. Procedure details: To 2-hydroxymethyl-1-cyclopropylimidazole (1.20 g) was added thionyl chloride (12 ml) at 0° C., and the mixture was heated for 30 minutes under nitrogen atmosphere at 90° C. The mixture was allowed to be at room temperature. The solvent was distilled off under reduced pressure and the obtained residue was dissolved in methanol and the solvent was distilled off again under reduced pressure. The obtained solid was recrystallized from ethyl acetate, to give 2-chloromethyl-1-cyclopropylimidazole hyd... Starting materials: C(#N)CCCCN1C(=NC2=C1C=CC=C2)C(=O)C2CCNCC2 (1-[(4-cyanobutyl)-1H-benzimidazol-2-yl][1-(4-piperidinyl)]methanone), C(C)OCCBr (2-ethoxy ethylbromide), C([O-])([O-])=O.[K+].[K+] (potassium carbonate), CN(C=O)C (dimethylformamide). Solvent: O (water). Conditions: temperature 90 celsius. Yields the product C(#N)CCCCN1C(=NC2=C1C=CC=C2)C(=O)C2CCN(CC2)CCOCC ([(4-Cyanobutyl)-1H-benzimidazol-2-yl][1-(2-ethoxy ethyl)-4-piperidinyl]methanone). As a reaction SMILES: [C:1]([CH2:3][CH2:4][CH2:5][CH2:6][N:7]1[C:11]2[CH:12]=[CH:13][CH:14]=[CH:15][C:10]=2[N:9]=[C:8]1[C:16]([CH:18]1[CH2:23][CH2:22][NH:21][CH2:20][CH2:19]1)=[O:17])#[N:2].[CH2:24]([O:26][CH2:27][CH2:28]Br)[CH3:25].C(=O)([O-])[O-].[K+].[K+].CN(C)C=O>O>[C:1]([CH2:3][CH2:4][CH2:5][CH2:6][N:7]1[C:11]2[CH:12]=[CH:13][CH:14]=[CH:15][C:10]=2[N:9]=[C:8]1[C:16]([CH:18]1[CH2:23][CH2:22][N:21]([CH2:25][CH2:24][O:26][CH2:27][CH3:28])[CH2:20][CH2:19]1)=[O:17])#[N:2] |f:2.3.4|. Procedure details: Mix 1-[(4-cyanobutyl)-1H-benzimidazol-2-yl][1-(4-piperidinyl)]methanone (4.0 g, 12.91 mmol), 2-ethoxy ethylbromide (2.34 g, 15.3 mmol), potassium carbonate (5.29 g, 38.25 mmol) and dimethylformamide (100 mL). Stir and heat and at 90° C. overnight. Allow to cool to room temperature, dilute with water and extract with ethyl acetate (2×). Wash the combined organic phases with water (3×), then brine and dry (MgSO4). Evaporate the solvent in vacuo and purify by chromatography to give the title compou...